From a dataset of the Open Reaction Database (ORD), a public repository of structured organic reaction records. describe an organic reaction: reactants, conditions, products, and yield Reactants: FC=1C=C(C=CC1C=1C=NC(=CC1)C1=NO[C@@H](C1)CO)N1C(O[C@H](C1)CN1N=NC=C1)=O ((5R)-3-(3-Fluoro-4-{6-[(5S)-5-(hydroxymethyl)-4,5-dihydroisoxazol-3-yl]pyridin-3-yl}phenyl)-5-(1H-1,2,3-triazol-1-ylmethyl)-1,3-oxazolidin-2-one), CN(CC(=O)O)C (N,N-dimethylglycine), Cl.CN(CCCN=C=NCC)C (1-[3-(dimethylamino)propyl]-3-ethylcarbodiimide hydrochloride). The reagents and catalysts are CN(C1=CC=NC=C1)C (4-dimethylaminopyridine). Run in CN(C)C=O (DMF). Reaction conditions: time 8 hour. Yields the product CN(CC(=O)OCC1CC(=NO1)C1=NC=C(C=C1)C1=C(C=C(C=C1)N1C(O[C@H](C1)CN1N=NC=C1)=O)F)C ([3-(5-{2-fluoro-4-[(5R)-2-oxo-5-(1H-1,2,3-triazol-1-ylmethyl)-1,3-oxazolidin-3-yl]phenyl}pyridin-2-yl)-4,5-dihydroisoxazol-5-yl]methyl N,N-dimethylglycinate). Isolated yield 83.8%. Reaction SMILES: [F:1][C:2]1[CH:3]=[C:4]([N:21]2[CH2:25][C@H:24]([CH2:26][N:27]3[CH:31]=[CH:30][N:29]=[N:28]3)[O:23][C:22]2=[O:32])[CH:5]=[CH:6][C:7]=1[C:8]1[CH:9]=[N:10][C:11]([C:14]2[CH2:18][C@@H:17]([CH2:19][OH:20])[O:16][N:15]=2)=[CH:12][CH:13]=1.[CH3:33][N:34]([CH3:39])[CH2:35][C:36](O)=[O:37].Cl.CN(C)CCCN=C=NCC>CN(C)C1C=CN=CC=1.CN(C=O)C>[CH3:33][N:34]([CH3:39])[CH2:35][C:36]([O:20][CH2:19][CH:17]1[O:16][N:15]=[C:14]([C:11]2[CH:12]=[CH:13][C:8]([C:7]3[CH:6]=[CH:5][C:4]([N:21]4[CH2:25][C@H:24]([CH2:26][N:27]5[CH:31]=[CH:30][N:29]=[N:28]5)[O:23][C:22]4=[O:32])=[CH:3][C:2]=3[F:1])=[CH:9][N:10]=2)[CH2:18]1)=[O:37] |f:2.3|. Reported procedure: (5R)-3-(3-fluoro-4-{6-[(5S)-5-(hydroxymethyl)-4,5-dihydroisoxazol-3-yl]pyridin-3-yl}phenyl)-5-(1H-1,2,3-triazol-1-ylmethyl)-1,3-oxazolidin-2-one (Example 1: 250 mg, 0.57 mMol), N,N-dimethylglycine (150 mg, 1.46 mMol), 1-[3-(dimethylamino)propyl]-3-ethylcarbodiimide hydrochloride (300 mg, 1.56 mMol), and 4-dimethylaminopyridine (5 mg, 0.04 mMol) were suspended in 5 ml of DMF at room temperature. The mixture was stirred overnight and then concentrated. The residue was purified by chromatography (s... Reactants: CCO, CC(=O)[O-], [Cl-], N#Cc1nc2ccc([N+](=O)[O-])cc2[nH]1, [Na+], O, O, [NH3+]O. Yields the product NC(=NO)c1nc2ccc([N+](=O)[O-])cc2[nH]1. Reaction SMILES: [CH2:25]([OH:26])[CH3:27].[CH3:19][C:20](=[O:21])[O-:22].[Cl-:15].[N+:1](=[O:2])([O-:3])[c:4]1[cH:5][c:6]2[c:7]([n:8][c:9]([C:11]#[N:12])[nH:10]2)[cH:13][cH:14]1.[Na+:18].[OH2:23].[OH2:24].[OH:16][NH3+:17]>>[N+:1](=[O:2])([O-:3])[c:4]1[cH:5][c:6]2[c:7]([n:8][c:9]([C:11]([NH2:12])=[N:17][OH:16])[nH:10]2)[cH:13][cH:14]1. The reactants are Cl, Cl, Cl, NCC(F)(F)CN, N=C(N)N. Reaction SMILES: [ClH:10].[ClH:1].[ClH:2].[F:3][C:4]([CH2:5][NH2:6])([CH2:7][NH2:8])[F:9].[NH2:11][C:12]([NH2:13])=[NH:14]>>[F:3][C:4]1([F:9])[CH2:5][N:6]=[C:12]([NH2:11])[NH:8][CH2:7]1. Yields the product NC1=NCC(F)(F)CN1. The reactants are C(C)(=O)OC(C)C (isopropyl acetate), CN(C=O)C (Dimethylformamide), NC=1SC=C(N1)/C(/C(=O)O)=N/OC ((Z)-2-(2-Amino-thiazol-4-yl)-2-methoxyiminoacetic acid), ClC(=O)OC(Cl)(Cl)Cl (trichloromethyl chloroformate). The solvent is O1CCCC1 (tetrahydrofuran). Conditions: time 30 minute. Product: Cl.CN(C)C=NC=1SC=C(N1)/C(/C(=O)Cl)=N/OC ((Z)-2-(2-dimethylaminomethylidenaminothiazol-4-yl)-2-methoxyiminoacetyl chloride. hydrochloride). The yield is 94.0%. Reaction SMILES: [CH3:1][N:2]([CH3:5])[CH:3]=O.[Cl:6]C([O:9][C:10]([Cl:13])(Cl)Cl)=O.[NH2:14][C:15]1[S:16][CH:17]=[C:18](/[C:20](=[N:24]/[O:25][CH3:26])/C(O)=O)[N:19]=1.C(OC(C)C)(=O)C>O1CCCC1>[ClH:6].[CH3:1][N:2]([CH:3]=[N:14][C:15]1[S:16][CH:17]=[C:18](/[C:20](=[N:24]/[O:25][CH3:26])/[C:10]([Cl:13])=[O:9])[N:19]=1)[CH3:5] |f:5.6|. Procedure details: Dimethylformamide (0.8 g, 11 mmol) was added to 9 ml of tetrahydrofuran, followed by ice-cooling. To the resulting mixture, 0.6 ml of trichloromethyl chloroformate was added dropwise under ice-cooling. After stirring the resulting mixture for 30 minutes, the mixture was cooled to -10° C. (Z)-2-(2-Amino-thiazol-4-yl)-2-methoxyiminoacetic acid (840 mg, 4.2 mmol) was added and the mixture so obtained was stirred for 2 hours. The mixture was added with 9 ml of isopropyl acetate, followed by stirring...